This data is from the Open Reaction Database (ORD), a public repository of structured organic reaction records. The task is: describe an organic reaction: reactants, conditions, products, and yield The reactants are ClC=1C2=C(N=C(N1)C)N(C(=C2C)C)C2=C(C=C(C=C2C)C)C (4-chloro-2,5,6-trimethyl-7-(2,4,6-trimethyl-phenyl)-7H-pyrrolo[2,3-d]-pyrimidine), [C-]#N.[K+] (potassium cyanide). Solvent: CS(=O)C (dimethylsulfoxide), O (water). Conditions: temperature 130 celsius. Yields the product CC=1N=C(C2=C(N1)N(C(=C2C)C)C2=C(C=C(C=C2C)C)C)C#N (2,5,6-Trimethyl-7-(2,4,6-trimethylphenyl)-7H-pyrrolo[2,3-d]pyrimidine-4-carbonitrile). Isolated yield 65.3%. Reaction SMILES: Cl[C:2]1[C:3]2[C:11]([CH3:12])=[C:10]([CH3:13])[N:9]([C:14]3[C:19]([CH3:20])=[CH:18][C:17]([CH3:21])=[CH:16][C:15]=3[CH3:22])[C:4]=2[N:5]=[C:6]([CH3:8])[N:7]=1.[C-:23]#[N:24].[K+]>CS(C)=O.O>[CH3:8][C:6]1[N:7]=[C:2]([C:23]#[N:24])[C:3]2[C:11]([CH3:12])=[C:10]([CH3:13])[N:9]([C:14]3[C:19]([CH3:20])=[CH:18][C:17]([CH3:21])=[CH:16][C:15]=3[CH3:22])[C:4]=2[N:5]=1 |f:1.2|. Procedure details: A mixture of 4-chloro-2,5,6-trimethyl-7-(2,4,6-trimethyl-phenyl)-7H-pyrrolo[2,3-d]-pyrimidine (10.000 g, 31.90 mmol) and potassium cyanide (20.75 g, 319 mmol) in 100 ml dimethylsulfoxide was heated at 130° C. oil bath over weekend. The mixture was diluted with water and extracted with ethyl acetate. The organic layer was washed with brine, dried over magnesium sulfate, and concentrated to give 9.61 g (99%) of brown soild. The solid was recrystallized from i-propanol to give 6.34 g (65%) of the t... Reactants: OCCCCCCOCCCCC=1C=C(C=CC1)N1C(NCC1=O)=O (3-(3-{4-[(6-Hydroxyhexyl)oxy]butyl}phenyl)imidazolidine-2,4-dione), CS(=O)(=O)Cl (methanesulfonyl chloride). Run in C(Cl)Cl (CH2Cl2), C(C)N(CC)CC (triethylamine), C(Cl)Cl (CH2Cl2). Reaction conditions: temperature 20 celsius, time 1.5 hour. Yields the product CS(=O)(=O)OCCCCCCOCCCCC1=CC(=CC=C1)N1C(NCC1=O)=O (6-{4-[3-(2,5-Dioxoimidazolidin-1-yl)phenyl]butoxy}hexyl methanesulfonate). Reaction SMILES: [OH:1][CH2:2][CH2:3][CH2:4][CH2:5][CH2:6][CH2:7][O:8][CH2:9][CH2:10][CH2:11][CH2:12][C:13]1[CH:14]=[C:15]([N:19]2[C:23](=[O:24])[CH2:22][NH:21][C:20]2=[O:25])[CH:16]=[CH:17][CH:18]=1.[CH3:26][S:27](Cl)(=[O:29])=[O:28]>C(Cl)Cl.C(N(CC)CC)C>[CH3:26][S:27]([O:1][CH2:2][CH2:3][CH2:4][CH2:5][CH2:6][CH2:7][O:8][CH2:9][CH2:10][CH2:11][CH2:12][C:13]1[CH:18]=[CH:17][CH:16]=[C:15]([N:19]2[C:23](=[O:24])[CH2:22][NH:21][C:20]2=[O:25])[CH:14]=1)(=[O:29])=[O:28]. Reported procedure: 3-(3-{4-[(6-Hydroxyhexyl)oxy]butyl}phenyl)imidazolidine-2,4-dione (2.67 g) in CH2Cl2 (50 ml) and triethylamine (1.2 ml) was treated with methanesulfonyl chloride (1.22 ml) and the mixture was stirred at 20° C. for 1.5 h. The mixture was diluted with CH2Cl2 and washed with 2M HCl, NaHCO3, dried and purified by chromatography on Biotage (40 g) eluting with EtOAc-petroleum ether(1:1) and then with 2% MeOH—CH2Cl2 to give the title compound (1.186 g) ES+ve 427 (MH)+. Starting materials: CCOC(=O)CCCOc1ccc(C2=CCCCCCC2)cc1, CCO, [Na+], [OH-]. Product: O=C(O)CCCOc1ccc(C2=CCCCCCC2)cc1. As a reaction SMILES: [CH2:3]([CH3:4])[O:5][C:6]([CH2:7][CH2:8][CH2:9][O:10][c:11]1[cH:12][cH:13][c:14]([C:17]2=[CH:18][CH2:19][CH2:20][CH2:21][CH2:22][CH2:23][CH2:24]2)[cH:15][cH:16]1)=[O:25].[CH3:26][CH2:27][OH:28].[Na+:2].[OH-:1]>>[O:5]=[C:6]([CH2:7][CH2:8][CH2:9][O:10][c:11]1[cH:12][cH:13][c:14]([C:17]2=[CH:18][CH2:19][CH2:20][CH2:21][CH2:22][CH2:23][CH2:24]2)[cH:15][cH:16]1)[OH:25]. Starting materials: O (water), C([O-])([O-])=O.[K+].[K+] (potassium carbonate), COS(=O)(=O)OC (dimethylsulfate), O\N=C(\C(=O)NC)/C1=C(C=CC=C1)OC1=CC=C(C=C1)C (E-2-hydroxyimino-N-methyl-2-[2-(4-methylphenoxy) phenyl]acetoamide). Run in CC(=O)C (acetone). Yields the product CO\N=C(\C(=O)NC)/C1=C(C=CC=C1)OC1=CC=C(C=C1)C (E-2-methoxyimino-N-methyl-2-[2-(4-methylphenoxy)phenyl]-acetamide). Isolated yield 91.9%. As a reaction SMILES: [OH:1]/[N:2]=[C:3](\[C:8]1[CH:13]=[CH:12][CH:11]=[CH:10][C:9]=1[O:14][C:15]1[CH:20]=[CH:19][C:18]([CH3:21])=[CH:17][CH:16]=1)/[C:4]([NH:6][CH3:7])=[O:5].[C:22](=O)([O-])[O-].[K+].[K+].COS(OC)(=O)=O.O>CC(C)=O>[CH3:22][O:1]/[N:2]=[C:3](\[C:8]1[CH:13]=[CH:12][CH:11]=[CH:10][C:9]=1[O:14][C:15]1[CH:16]=[CH:17][C:18]([CH3:21])=[CH:19][CH:20]=1)/[C:4]([NH:6][CH3:7])=[O:5] |f:1.2.3|. Procedure: E-2-hydroxyimino-N-methyl-2-[2-(4-methylphenoxy) phenyl]acetoamide (1.00 g, 0.0035 mole) was dissolved in dried acetone (7 ml), and potassium carbonate (0.63 g, 0.0046 mole) and dimethylsulfate (0.53 g, 0.0042 mole) were added to the mixture, which was reacted at room temperature for 22 hours. After completion of the reaction, water was added to the reaction mixture, which was extracted twice with methylene chloride, dried over anhydrous sodium sulfate and concentrated under reduced pressure. Th... Reactants: CC(C)(C)OC(=O)N1CCOCC1C(=O)Nc1cn2cc(Br)sc2n1, OB(O)c1ccccc1. Yields the product CC(C)(C)OC(=O)N1CCOCC1C(=O)Nc1cn2cc(-c3ccccc3)sc2n1. As a reaction SMILES: [C:1]([CH3:2])([CH3:3])([CH3:4])[O:5][C:6](=[O:7])[N:8]1[CH:9]([C:14]([NH:15][c:16]2[n:17][c:18]3[s:19][c:20]([Br:24])[cH:21][n:22]3[cH:23]2)=[O:25])[CH2:10][O:11][CH2:12][CH2:13]1.[OH:26][B:27]([OH:28])[c:29]1[cH:30][cH:31][cH:32][cH:33][cH:34]1>>[C:1]([CH3:2])([CH3:3])([CH3:4])[O:5][C:6](=[O:7])[N:8]1[CH:9]([C:14]([NH:15][c:16]2[n:17][c:18]3[s:19][c:20](-[c:29]4[cH:30][cH:31][cH:32][cH:33][cH:34]4)[cH:21][n:22]3[cH:23]2)=[O:25])[CH2:10][O:11][CH2:12][CH2:13]1. The reactants are COC(=O)C=1N(C(=C(C1Cl)Cl)Cl)N(C(CC(=O)OCC)=O)CC1=CC=CC=C1 (1-[benzyl-(2-ethoxycarbonyl-acetyl)-amino]-3,4,5-trichloro-1H-pyrrole-2-carboxylic acid methyl ester), C[O-].[Na+] (NaOMe), ice. The yield is 34.1%. As a reaction SMILES: C[O:2][C:3]([C:5]1[N:6]([N:13]([CH2:22][C:23]2[CH:28]=[CH:27][CH:26]=[CH:25][CH:24]=2)[C:14](=[O:21])[CH2:15][C:16]([O:18][CH2:19]C)=[O:17])[C:7]([Cl:12])=[C:8]([Cl:11])[C:9]=1[Cl:10])=O.C[O-].[Na+]>CO>[CH3:19][O:18][C:16]([C:15]1[C:14](=[O:21])[N:13]([CH2:22][C:23]2[CH:28]=[CH:27][CH:26]=[CH:25][CH:24]=2)[N:6]2[C:7]([Cl:12])=[C:8]([Cl:11])[C:9]([Cl:10])=[C:5]2[C:3]=1[OH:2])=[O:17] |f:1.2|. The solvent is CO (MeOH), CO (MeOH). Yields the product COC(=O)C1=C(C=2N(N(C1=O)CC1=CC=CC=C1)C(=C(C2Cl)Cl)Cl)O (1-Benzyl-5,6,7-trichloro-4-hydroxy-2-oxo-1,2-dihydro-pyrrolo[1,2-b]pyridazine-3-carboxylic acid methyl ester). Reported procedure: A mixture of 1-[benzyl-(2-ethoxycarbonyl-acetyl)-amino]-3,4,5-trichloro-1H-pyrrole-2-carboxylic acid methyl ester (278 mg, 0.62 mmol) and NaOMe in MeOH (5 mL, 2.5 mmol) in MeOH (3 mL) was refluxed for 4 h; then cooled, the reaction mixture was poured into ice cold 0.5 M HCl solution to quench, the precipitates were collected by filtration and then purified with silica gel column to give the desired product (85 mg) as slightly yellow solid. ESI (m/z): 401 (M+H)+. The reactants are N1=C(N=CC=C1)S(=O)CN1S(=O)(=O)C2=CC=CC=C2C1=O (2-(2-pyrimidinylsulfinylmethyl)saccharin), ClC1=CC(=CC=C1)C(=O)OO (3-chloroperbenzoic acid). The product is N1=C(N=CC=C1)S(=O)(=O)CN1S(=O)(=O)C2=CC=CC=C2C1=O (2-(2-pyrimidinylsulfonylmethyl)saccharin). Reaction SMILES: [N:1]1[CH:6]=[CH:5][CH:4]=[N:3][C:2]=1[S:7]([CH2:9][N:10]1[C:20](=[O:21])[C:19]2[C:14](=[CH:15][CH:16]=[CH:17][CH:18]=2)[S:11]1(=[O:13])=[O:12])=[O:8].ClC1C=CC=C(C(OO)=[O:30])C=1>>[N:3]1[CH:4]=[CH:5][CH:6]=[N:1][C:2]=1[S:7]([CH2:9][N:10]1[C:20](=[O:21])[C:19]2[C:14](=[CH:15][CH:16]=[CH:17][CH:18]=2)[S:11]1(=[O:13])=[O:12])(=[O:30])=[O:8]. Procedure: Following a procedure similar to that described in Example 32A, 0.75 g (0.0023 mol) of 2-(2-pyrimidinylsulfinylmethyl)saccharin was oxidized with 0.4 g (0.0023 mol) of 3-chloroperbenzoic acid in 50 ml of MDC and the product recrystallized from 75:25 acetonitrile:ethanol to give 2-(2-pyrimidinylsulfonylmethyl)saccharin, mp 225°-227° C. Reactants: solution, CC1(OO1)C (dimethyldioxirane), C1(=CC=CC=C1)C1NC(C(C(C1C)NC(CCCCCCCCCCC)=O)C)C1=CC=CC=C1 (N-(2,6-diphenyl-3,5-dimethylpiperidin-4-yl)lauramide). Solvent: CC(=O)C (acetone). The product is ON1C(C(C(C(C1C1=CC=CC=C1)C)NC(CCCCCCCCCCC)=O)C)C1=CC=CC=C1 (N-(1-Hydroxy-2,6-diphenyl-3,5-dimethylpiperidin-4-yl)lauramide). Reaction SMILES: [C:1]1([CH:7]2[CH:12]([CH3:13])[CH:11]([NH:14][C:15](=[O:27])[CH2:16][CH2:17][CH2:18][CH2:19][CH2:20][CH2:21][CH2:22][CH2:23][CH2:24][CH2:25][CH3:26])[CH:10]([CH3:28])[CH:9]([C:29]3[CH:34]=[CH:33][CH:32]=[CH:31][CH:30]=3)[NH:8]2)[CH:6]=[CH:5][CH:4]=[CH:3][CH:2]=1.CC1(C)O[O:37]1>CC(C)=O>[OH:37][N:8]1[CH:7]([C:1]2[CH:2]=[CH:3][CH:4]=[CH:5][CH:6]=2)[CH:12]([CH3:13])[CH:11]([NH:14][C:15](=[O:27])[CH2:16][CH2:17][CH2:18][CH2:19][CH2:20][CH2:21][CH2:22][CH2:23][CH2:24][CH2:25][CH3:26])[CH:10]([CH3:28])[CH:9]1[C:29]1[CH:30]=[CH:31][CH:32]=[CH:33][CH:34]=1. Reported procedure: Following the general procedure of Example 2 and using 8.56 g (18.5 mmol) of N-(2,6-diphenyl-3,5-dimethylpiperidin-4-yl)lauramide, prepared in Example 11, and 462 ml of a 0.04 molar solution of dimethyldioxirane (18.5 mmol) in acetone, the title compound is isolated in a yield of 7.37 g (70%) after purification by LC (silica gel; ethyl acetate:hexanes) as a white solid melting at 58°-62° C. Reactants: 2-lithio, C1(CC1)C(=O)Cl (cyclopropanecarbonyl chloride), C(C1=CC=CC=C1)(C1=CC=CC=C1)(C1=CC=CC=C1)N1C=NC2=C1C=NC=1C=CC=CC21 (3-trityl-3H-imidazo[4,5-c]quinoline), solution, C(CCC)[Li] (n-butyl lithium), FC(C(=O)O)(F)F (trifluoroacetic acid). The solvent is C1CCOC1 (THF), CCCCCC (hexane), C1CCOC1 (THF). Reaction conditions: time 30 minute. Product: C1(CC1)C(=O)C=1NC2=C(C=NC=3C=CC=CC23)N1 (2-Cyclopropylcarbonyl-1H-imidazo[4,5-c]quinoline). The yield is 55.7%. Reaction SMILES: C([N:20]1[C:24]2[CH:25]=[N:26][C:27]3[CH:28]=[CH:29][CH:30]=[CH:31][C:32]=3[C:23]=2[N:22]=[CH:21]1)(C1C=CC=CC=1)(C1C=CC=CC=1)C1C=CC=CC=1.C([Li])CCC.[CH:38]1([C:41](Cl)=[O:42])[CH2:40][CH2:39]1.FC(F)(F)C(O)=O>C1COCC1.CCCCCC>[CH:38]1([C:41]([C:21]2[NH:22][C:23]3[C:32]4[CH:31]=[CH:30][CH:29]=[CH:28][C:27]=4[N:26]=[CH:25][C:24]=3[N:20]=2)=[O:42])[CH2:40][CH2:39]1. Procedure details: To a cold solution (-70° C.) of 1.23 g of 3-trityl-3H-imidazo[4,5-c]quinoline (III-1) in 25 ml of THF was added dropwise a mixture of 3 ml of 1.6M solution of n-butyl lithium in hexane and 3 ml of THF while being kept at -72°~-68° C. The mixture was stirred at the same temperature for 30 min., whereby a yellow solution of 2-lithio form (III-1') was obtained. All the 2-lithio form used in the Examples hereafter are prepared according to the same reaction conditions. To the yellow solution of the ...